Dataset: the Open Reaction Database (ORD), a public repository of structured organic reaction records. Task: describe an organic reaction: reactants, conditions, products, and yield The reactants are Cl (HCl), O1CCOCC1 (1,4-dioxane), Cl.N1C=CC=2C1=NC=CC2OC2=C(C=C(C=C2)NC2=CC=NC=C2C(=O)NC2=C(C=C(C=C2)F)F)F (4-(4-(1H-Pyrrolo[2,3-b]pyridin-4-yloxy)-3-fluorophenylamino)-N-(2,4-difluorophenyl)nicotinamide, hydrochloride salt), Cl.N1C=CC=2C1=NC=CC2OC2=C(C=C(C=C2)NC2=CC=NC=C2C(=O)NC2=C(C=C(C=C2)F)F)F (4-(4-(1H-Pyrrolo[2,3-b]pyridin-4-yloxy)-3-fluorophenylamino)-N-(2,4-difluorophenyl)nicotinamide, hydrochloride salt), ClC1=C(C(=O)NC)C=CC=N1 (2-chloro-N-methylnicotinamide), C(=O)(O)[O-].[Na+] (NaHCO3). The solvent is C(C)(C)O.CN1CCCC1=O (isopropanol NMP), O (H2O). Run at temperature 100 celsius. The product is Cl.Cl.N1C=CC=2C1=NC=CC2OC2=C(C=C(C=C2)NC2=C(C(=O)NC)C=C(C=N2)Cl)F (2-(4-(1H-Pyrrolo[2,3-b]pyridin-4-yloxy)-3-fluorophenylamino)-5-chloro-N-methylnicotinamide, dihydrochloride salt). Yield: 4.7%. Reaction SMILES: [ClH:1].[NH:2]1[C:6]2=[N:7][CH:8]=[CH:9][C:10]([O:11][C:12]3[CH:17]=[CH:16][C:15]([NH:18]C4C(C(NC5C=CC(F)=CC=5F)=O)=CN=CC=4)=[CH:14][C:13]=3[F:36])=[C:5]2[CH:4]=[CH:3]1.[Cl:37][C:38]1[N:47]=[CH:46][CH:45]=[CH:44][C:39]=1[C:40]([NH:42][CH3:43])=[O:41].Cl.O1CCOCC1.C([O-])(O)=O.[Na+]>O.C(O)(C)C.CN1C(=O)CCC1>[ClH:37].[ClH:1].[NH:2]1[C:6]2=[N:7][CH:8]=[CH:9][C:10]([O:11][C:12]3[CH:17]=[CH:16][C:15]([NH:18][C:38]4[N:47]=[CH:46][C:45]([Cl:1])=[CH:44][C:39]=4[C:40]([NH:42][CH3:43])=[O:41])=[CH:14][C:13]=3[F:36])=[C:5]2[CH:4]=[CH:3]1 |f:0.1,5.6,8.9,10.11.12|. Procedure: 4-(1H-Pyrrolo[2,3-b]pyridin-4-yloxy)-3-fluorobenzenamine (70 mg, 0.29 mmol, Compound C of Example 1) and 2-chloro-N-methylnicotinamide (59 mg, 0.29 mmol) were suspended in 3:1 isopropanol-NMP (2.9 mL). 4N HCl in 1,4-dioxane (0.22 mL, 0.86 mmol) was added and the reaction was heated to 100° C. for 168 h. The reaction was diluted with 30 mL of H2O and then basified with sat. aq. NaHCO3 soln. (5 mL). The aqueous layer was extracted EtOAc (3×10 mL). The combined organic layers were washed with 10% L... Reactants: CCO, O=C1NCCOc2cc([N+](=O)[O-])ccc21, CN(C)C=O. Yields the product Nc1ccc2c(c1)OCCNC2=O. As a reaction SMILES: [CH3:21][CH2:22][OH:23].[N+:1]([O-:2])(=[O:3])[c:4]1[cH:5][c:6]2[c:7]([cH:14][cH:15]1)[C:8](=[O:13])[NH:9][CH2:10][CH2:11][O:12]2.[O:16]=[CH:17][N:18]([CH3:19])[CH3:20]>>[NH2:1][c:4]1[cH:5][c:6]2[c:7]([cH:14][cH:15]1)[C:8](=[O:13])[NH:9][CH2:10][CH2:11][O:12]2. The reactants are Cc1cc(CC2C(CO[Si](C)(C)C(C)(C)C)OC(C)(C)N2C(=O)OC(C)(C)C)cc(Cl)n1, CCCC[N+](CCCC)(CCCC)CCCC, C1CCOC1, [F-]. The product is Cc1cc(CC2C(CO)OC(C)(C)N2C(=O)OC(C)(C)C)cc(Cl)n1. As a reaction SMILES: [C:1]([Si:2]([CH3:3])([CH3:4])[O:6][CH2:7][CH:8]1[CH:9]([CH2:22][c:23]2[cH:24][c:25]([Cl:30])[n:26][c:27]([CH3:29])[cH:28]2)[N:10]([C:15](=[O:16])[O:17][C:18]([CH3:19])([CH3:20])[CH3:21])[C:11]([CH3:13])([CH3:14])[O:12]1)([CH3:5])([CH3:31])[CH3:32].[CH2:34]([N+:35]([CH2:36][CH2:37][CH2:38][CH3:39])([CH2:40][CH2:41][CH2:42][CH3:43])[CH2:44][CH2:45][CH2:46][CH3:47])[CH2:48][CH2:49][CH3:50].[CH2:51]1[O:52][CH2:53][CH2:54][CH2:55]1.[F-:33]>>[OH:6][CH2:7][CH:8]1[CH:9]([CH2:22][c:23]2[cH:24][c:25]([Cl:30])[n:26][c:27]([CH3:29])[cH:28]2)[N:10]([C:15](=[O:16])[O:17][C:18]([CH3:19])([CH3:20])[CH3:21])[C:11]([CH3:13])([CH3:14])[O:12]1.